From a dataset of the Open Reaction Database (ORD), a public repository of structured organic reaction records. describe an organic reaction: reactants, conditions, products, and yield Reactants: COC(=O)C=1C(=NC2=C(C=C(C=C2C1C1=CC=CC=C1)Cl)C)Cl (2,6-Dichloro-8-methyl-4-phenyl-quinoline-3-carboxylic acid methyl ester), C(C)NC (ethyl-methyl-amine). Product: ClC=1C=C2C(=C(C(=NC2=C(C1)C)N(C)CC)C(=O)O)C1=CC=CC=C1 (6-Chloro-2-(ethyl-methyl-amino)-8-methyl-4-phenyl-quinoline-3-carboxylic acid). RXN SMILES: C[O:2][C:3]([C:5]1[C:6](Cl)=[N:7][C:8]2[C:13]([C:14]=1[C:15]1[CH:20]=[CH:19][CH:18]=[CH:17][CH:16]=1)=[CH:12][C:11]([Cl:21])=[CH:10][C:9]=2[CH3:22])=[O:4].[CH2:24]([NH:26][CH3:27])[CH3:25]>>[Cl:21][C:11]1[CH:12]=[C:13]2[C:8](=[C:9]([CH3:22])[CH:10]=1)[N:7]=[C:6]([N:26]([CH2:24][CH3:25])[CH3:27])[C:5]([C:3]([OH:2])=[O:4])=[C:14]2[C:15]1[CH:16]=[CH:17][CH:18]=[CH:19][CH:20]=1. Procedure details: The title compound was prepared in analogy to example 40 step D from 2,6-dichloro-8-methyl-4-phenyl-quinoline-3-carboxylic acid methyl ester (prepared as described in example 40 step C) and ethyl-methyl-amine. Yellow foam. MS (ESI): 355.1 (M+H)+. The reactants are C(C)(C)(C)C1=CC(=C(C=N1)C=1N([C@]([C@](N1)(C)C1=CC=C(C=C1)Cl)(C)C1=CC=C(C=C1)Cl)C(=O)Cl)OCC ((4S,5R)-2-(6-tert-butyl-4-ethoxy-pyridin-3-yl)-4,5-bis-(4-chloro-phenyl)-4,5-dimethyl-4,5-dihydro-imidazole-1-carbonyl chloride), N1CCS(CC1)(=O)=O (thiomorpholine 1,1-dioxide). The product is C(C)(C)(C)C1=CC(=C(C=N1)C=1N([C@]([C@](N1)(C)C1=CC=C(C=C1)Cl)(C)C1=CC=C(C=C1)Cl)C(=O)N1CCS(CC1)(=O)=O)OCC ([(4S,5R)-2-(6-tert-Butyl-4-ethoxy-pyridin-3-yl)-4,5-bis-(4-chloro-phenyl)-4,5-dimethyl-4,5-dihydro-imidazol-1-yl]-(1,1-dioxo-1λ6-thiomorpholin-4-yl)-methanone). Reaction SMILES: [C:1]([C:5]1[N:10]=[CH:9][C:8]([C:11]2[N:12]([C:32](Cl)=[O:33])[C@@:13]([C:25]3[CH:30]=[CH:29][C:28]([Cl:31])=[CH:27][CH:26]=3)([CH3:24])[C@@:14]([C:17]3[CH:22]=[CH:21][C:20]([Cl:23])=[CH:19][CH:18]=3)([CH3:16])[N:15]=2)=[C:7]([O:35][CH2:36][CH3:37])[CH:6]=1)([CH3:4])([CH3:3])[CH3:2].[NH:38]1[CH2:43][CH2:42][S:41](=[O:45])(=[O:44])[CH2:40][CH2:39]1>>[C:1]([C:5]1[N:10]=[CH:9][C:8]([C:11]2[N:12]([C:32]([N:38]3[CH2:43][CH2:42][S:41](=[O:45])(=[O:44])[CH2:40][CH2:39]3)=[O:33])[C@@:13]([C:25]3[CH:30]=[CH:29][C:28]([Cl:31])=[CH:27][CH:26]=3)([CH3:24])[C@@:14]([C:17]3[CH:22]=[CH:21][C:20]([Cl:23])=[CH:19][CH:18]=3)([CH3:16])[N:15]=2)=[C:7]([O:35][CH2:36][CH3:37])[CH:6]=1)([CH3:2])([CH3:3])[CH3:4]. Procedure: In a manner analogous to the method described in examples 8, (4S,5R)-2-(6-tert-butyl-4-ethoxy-pyridin-3-yl)-4,5-bis-(4-chloro-phenyl)-4,5-dimethyl-4,5-dihydro-imidazole-1-carbonyl chloride (example 51) was coupled with thiomorpholine 1,1-dioxide (Syntech) to give the title compound. HR-MS (ES, m/z) calculated for C33H39Cl2N4O4S [(M+H)+] 657.2064, observed 657.2067. Starting materials: C(C)OC(=O)C1=CC(OC2=C1C=C(C=C2)I)(CF)CF (2,2-bis(fluoromethyl)-6-iodo-2H-1-benzopyran-4-carboxylic acid ethyl ester), FC(C(C(C(=O)[O-])(F)F)(F)F)(F)F.[K+] (potassium heptafluorobutyrate). Yields the product C(C)OC(=O)C1=CC(OC2=C1C=C(C=C2)C(C(C(F)(F)F)(F)F)(F)F)(CF)CF (2,2-bis(fluoromethyl)-6-heptafluoropropyl-2H-1-benzopyran-4-carboxylic acid ethyl ester), C(C)OC(=O)C1=CC(OC2=C1C=CC=C2)(CF)CF (2,2-bis(fluoromethyl)-2H-1-benzopyran-4-carboxylic acid ethyl ester). As a reaction SMILES: [CH2:1]([O:3][C:4]([C:6]1[C:11]2[CH:12]=[C:13](I)[CH:14]=[CH:15][C:10]=2[O:9][C:8]([CH2:19][F:20])([CH2:17][F:18])[CH:7]=1)=[O:5])[CH3:2].[F:21][C:22]([F:33])([F:32])[C:23]([F:31])([F:30])[C:24]([F:29])([F:28])C([O-])=O.[K+]>>[CH2:1]([O:3][C:4]([C:6]1[C:11]2[CH:12]=[C:13]([C:24]([F:29])([F:28])[C:23]([F:31])([F:30])[C:22]([F:33])([F:32])[F:21])[CH:14]=[CH:15][C:10]=2[O:9][C:8]([CH2:19][F:20])([CH2:17][F:18])[CH:7]=1)=[O:5])[CH3:2].[CH2:1]([O:3][C:4]([C:6]1[C:11]2[CH:12]=[CH:13][CH:14]=[CH:15][C:10]=2[O:9][C:8]([CH2:19][F:20])([CH2:17][F:18])[CH:7]=1)=[O:5])[CH3:2] |f:1.2|. Procedure details: Using 2,2-bis(fluoromethyl)-6-iodo-2H-1-benzopyran-4-carboxylic acid ethyl ester and potassium heptafluorobutyrate, an oily product of 2,2-bis(fluoromethyl)-6-heptafluoropropyl-2H-1-benzopyran-4-carboxylic acid ethyl ester and an oily product of 2,2-bis(fluoromethyl)-2H-1-benzopyran-4-carboxylic acid ethyl ester were obtained according to the same method as in Example 23 (4). 2,2-Bis(fluoromethyl)-6-heptafluoropropyl-2H-1-benzopyran-4-carboxylic acid ethyl ester: Reactants: CN1CCN(c2cccc(N)c2)CC1, CCO, CCOC(=O)c1ccccc1Nc1nc(Cl)ncc1Cl, Cl. The product is CCOC(=O)c1ccccc1Nc1nc(Nc2cccc(N3CCN(C)CC3)c2)ncc1Cl. As a reaction SMILES: [CH3:21][N:22]1[CH2:23][CH2:24][N:25]([c:28]2[cH:29][c:30]([NH2:31])[cH:32][cH:33][cH:34]2)[CH2:26][CH2:27]1.[CH3:36][CH2:37][OH:38].[Cl:1][c:2]1[n:3][cH:4][c:5]([Cl:20])[c:6]([NH:8][c:9]2[c:10]([C:11](=[O:12])[O:13][CH2:14][CH3:15])[cH:16][cH:17][cH:18][cH:19]2)[n:7]1.[ClH:35]>>[c:2]1([NH:31][c:30]2[cH:29][c:28]([N:25]3[CH2:24][CH2:23][N:22]([CH3:21])[CH2:27][CH2:26]3)[cH:34][cH:33][cH:32]2)[n:3][cH:4][c:5]([Cl:20])[c:6]([NH:8][c:9]2[c:10]([C:11](=[O:12])[O:13][CH2:14][CH3:15])[cH:16][cH:17][cH:18][cH:19]2)[n:7]1.